Dataset: the Open Reaction Database (ORD), a public repository of structured organic reaction records. Task: describe an organic reaction: reactants, conditions, products, and yield Reactants: OCCCOC1=NC=C(C#N)C=C1 (6-(3-hydroxypropoxy)nicotinonitrile), COC(C(C)N1C=CC2=CC(=CC=C12)O)=O (2-(5-hydroxy-indol-1-yl)-propionic acid methyl ester), C1(=CC=CC=C1)P(C1=CC=CC=C1)C1=CC=CC=C1 (triphenylphosphine), N(=NC(=O)N1CCCCC1)C(=O)N1CCCCC1 (1,1′-(azodicarbonyl)-dipiperidine). Solvent: C(Cl)Cl (CH2Cl2). Conditions: time 18 hour. Yields the product C(#N)C=1C=CC(=NC1)OCCCOC=1C=C2C=CN(C2=CC1)C(C(=O)OC)C (methyl 2-(5-{3-[(5-cyano-2-pyridinyl)oxy]propoxy}-1H-indol-1-yl)propanoate). Isolated yield 85.0%. RXN SMILES: [OH:1][CH2:2][CH2:3][CH2:4][O:5][C:6]1[CH:13]=[CH:12][C:9]([C:10]#[N:11])=[CH:8][N:7]=1.[CH3:14][O:15][C:16](=[O:29])[CH:17]([N:19]1[C:27]2[C:22](=[CH:23][C:24](O)=[CH:25][CH:26]=2)[CH:21]=[CH:20]1)[CH3:18].C1(P(C2C=CC=CC=2)C2C=CC=CC=2)C=CC=CC=1.N(C(N1CCCCC1)=O)=NC(N1CCCCC1)=O>C(Cl)Cl>[C:10]([C:9]1[CH:12]=[CH:13][C:6]([O:5][CH2:4][CH2:3][CH2:2][O:1][C:24]2[CH:23]=[C:22]3[C:27](=[CH:26][CH:25]=2)[N:19]([CH:17]([CH3:18])[C:16]([O:15][CH3:14])=[O:29])[CH:20]=[CH:21]3)=[N:7][CH:8]=1)#[N:11]. Procedure details: To a solution of 6-(3-hydroxypropoxy)nicotinonitrile (Example 66, 0.55 g, 3.09 mmol) and methyl 2-(5-hydroxy-1H-indol-1-yl)propanoate (Example 7, 0.34 g, 1.55 mmol) in CH2Cl2 (7.73 mL) were added triphenylphosphine (0.61 g, 2.32 mmol) and 1,1′-(azodicarbonyl)-dipiperidine (0.59 g, 2.32 mmol). The yellow reaction mixture was stirred at rt for 18 h and then concentrated under reduced pressure. The crude residue was purified by silica gel column chromatography (eluting with 67% hexanes/EtOAc) to gi... Starting materials: Cl (hydrogen chloride), NC1=C(CC(C2=CC=CC=C2)NCCC)C=CC=C1 (2-amino-α-phenyl-N-propylphenethylamine), C(C)C(C([O-])([O-])[O-])(CC)CC (triethylorthoacetate). Product: Cl.CC1=NC2=C(CC(N1CCC)C1=CC=CC=C1)C=CC=C2 (4,5-dihydro-2-methyl-4-phenyl-3-propyl-3H-1,3-benzodiazepine hydrochloride). RXN SMILES: [ClH:1].[NH2:2][C:3]1[CH:20]=[CH:19][CH:18]=[CH:17][C:4]=1[CH2:5][CH:6]([NH:13][CH2:14][CH2:15][CH3:16])[C:7]1[CH:12]=[CH:11][CH:10]=[CH:9][CH:8]=1.[CH2:21](C(CC)(CC)C([O-])([O-])[O-])[CH3:22]>>[ClH:1].[CH3:21][C:22]1[N:13]([CH2:14][CH2:15][CH3:16])[CH:6]([C:7]2[CH:12]=[CH:11][CH:10]=[CH:9][CH:8]=2)[CH2:5][C:4]2[CH:17]=[CH:18][CH:19]=[CH:20][C:3]=2[N:2]=1 |f:3.4|. Reported procedure: 90 ml of Ethanolic hydrogen chloride is added dropwise to a stirred suspension of 9.00 g of 2-amino-α-phenyl-N-propylphenethylamine in 90 ml of triethylorthoacetate. After complete addition, the mixture is refluxed for 2 hours. The ethanol is slowly distilled from the mixture and additional ethanolic hydrogen chloride (50 ml) is added. The mixture is then distilled to a volume of 20-30 ml. 100 ml of ether is added causing precipitation of the hydrochloride salt. The salt is collected, washed wit... The reactants are CN(C(=O)c1ccc(Cl)cc1)C1CCNCC1c1ccc(Cl)c(Cl)c1, Cl, O=C(O)c1ccc2nccn2c1. The product is CN(C(=O)c1ccc(Cl)cc1)C1CCN(C(=O)c2ccc3nccn3c2)CC1c1ccc(Cl)c(Cl)c1. Reaction SMILES: [Cl:2][c:3]1[cH:4][cH:5][c:6]([C:7](=[O:8])[N:9]([CH3:10])[CH:11]2[CH:12]([c:17]3[cH:18][c:19]([Cl:24])[c:20]([Cl:23])[cH:21][cH:22]3)[CH2:13][NH:14][CH2:15][CH2:16]2)[cH:25][cH:26]1.[ClH:1].[n:27]1[cH:28][cH:29][n:30]2[c:31]1[cH:32][cH:33][c:34]([C:36](=[O:37])[OH:38])[cH:35]2>>[Cl:2][c:3]1[cH:4][cH:5][c:6]([C:7](=[O:8])[N:9]([CH3:10])[CH:11]2[CH:12]([c:17]3[cH:18][c:19]([Cl:24])[c:20]([Cl:23])[cH:21][cH:22]3)[CH2:13][N:14]([C:36]([c:34]3[cH:33][cH:32][c:31]4[n:27][cH:28][cH:29][n:30]4[cH:35]3)=[O:37])[CH2:15][CH2:16]2)[cH:25][cH:26]1. Reactants: CCOC(=O)CNC, Cl, O=C(O)Cn1c(=O)c2ccccc2n(CCCCN2CCC(OC(c3ccccc3)c3ccccc3)CC2)c1=O. Product: Cl, CCOC(=O)CN(C)C(=O)Cn1c(=O)c2ccccc2n(CCCCN2CCC(OC(c3ccccc3)c3ccccc3)CC2)c1=O. As a reaction SMILES: [CH2:42]([CH3:43])[O:44][C:45]([CH2:46][NH:47][CH3:48])=[O:49].[ClH:41].[O:1]=[c:2]1[n:3]([CH2:17][CH2:18][CH2:19][CH2:20][N:21]2[CH2:22][CH2:23][CH:24]([O:27][CH:28]([c:29]3[cH:30][cH:31][cH:32][cH:33][cH:34]3)[c:35]3[cH:36][cH:37][cH:38][cH:39][cH:40]3)[CH2:25][CH2:26]2)[c:4]2[cH:5][cH:6][cH:7][cH:8][c:9]2[c:10](=[O:16])[n:11]1[CH2:12][C:13](=[O:14])[OH:15]>>[ClH:41].[O:1]=[c:2]1[n:3]([CH2:17][CH2:18][CH2:19][CH2:20][N:21]2[CH2:22][CH2:23][CH:24]([O:27][CH:28]([c:29]3[cH:30][cH:31][cH:32][cH:33][cH:34]3)[c:35]3[cH:36][cH:37][cH:38][cH:39][cH:40]3)[CH2:25][CH2:26]2)[c:4]2[cH:5][cH:6][cH:7][cH:8][c:9]2[c:10](=[O:16])[n:11]1[CH2:12][C:13](=[O:15])[N:47]([CH2:46][C:45]([O:44][CH2:42][CH3:43])=[O:49])[CH3:48]. Starting materials: fused zinc chloride, O1CCOCC1 (dioxane), CC=1N(C(C2=C(N1)C=CS2)=O)C2=C(C=CC=C2)C (2-methyl-3-(2-methylphenyl)-3H-thieno[3,2-d]pyrimidin-4-one), C(C)(=O)OC(C)=O (acetic anhydride), N1=C(C=CC=C1)C=O (2-pyridine carboxaldehyde). The solvent is C([O-])(O)=O.[Na+] (sodium bicarbonate). The product is CC1=C(C=CC=C1)N1C(=NC2=C(C1=O)SC=C2)C=CC2=NC=CC=C2 (3-(2-methyl-phenyl)-2-[2-pyrid-2-yl-vinyl]-3H-thieno[3,2-d]pyrimidin-4-one). The yield is 70.4%. Reaction SMILES: O1CCOCC1.[CH3:7][C:8]1[N:9]([C:18]2[CH:23]=[CH:22][CH:21]=[CH:20][C:19]=2[CH3:24])[C:10](=[O:17])[C:11]2[S:16][CH:15]=[CH:14][C:12]=2[N:13]=1.C(OC(=O)C)(=O)C.[N:32]1[CH:37]=[CH:36][CH:35]=[CH:34][C:33]=1[CH:38]=O>C(=O)(O)[O-].[Na+]>[CH3:24][C:19]1[CH:20]=[CH:21][CH:22]=[CH:23][C:18]=1[N:9]1[C:10](=[O:17])[C:11]2[S:16][CH:15]=[CH:14][C:12]=2[N:13]=[C:8]1[CH:7]=[CH:38][C:33]1[CH:34]=[CH:35][CH:36]=[CH:37][N:32]=1 |f:4.5|. Procedure details: To a mixture of fused zinc chloride (2.13 g, 15.6 mmol) and dioxane (75 mL), 2-methyl-3-(2-methylphenyl)-3H-thieno[3,2-d]pyrimidin-4-one (2.0 g, 7.81 mmol, preparation 2), and acetic anhydride (2.2 mL, 23.4 mmol) was added 2-pyridine carboxaldehyde (2.2 mL, 23.4 mmol). The reaction was refluxed 1.5 hours, cooled to ambient temperature, and diluted with aqueous sodium bicarbonate. The mixture was extracted with ethyl acetate and the organic extracts were washed with water and brine, dried over so...